describe an organic reaction: reactants, conditions, products, and yield From a dataset of the Open Reaction Database (ORD), a public repository of structured organic reaction records. Reactants: COC(C1=CC=C(C=C1)C1=C(N=CO1)C)=O (4-(4-methyl-oxazol-5-yl)-benzoic acid methyl ester), [OH-].[Na+] (NaOH). The solvent is CO (methanol). Run at time 8 hour. The product is CC=1N=COC1C1=CC=C(C(=O)O)C=C1 (4-(4-Methyl-oxazol-5-yl)-benzoic acid). Reaction SMILES: C[O:2][C:3](=[O:16])[C:4]1[CH:9]=[CH:8][C:7]([C:10]2[O:14][CH:13]=[N:12][C:11]=2[CH3:15])=[CH:6][CH:5]=1.[OH-].[Na+]>CO>[CH3:15][C:11]1[N:12]=[CH:13][O:14][C:10]=1[C:7]1[CH:8]=[CH:9][C:4]([C:3]([OH:16])=[O:2])=[CH:5][CH:6]=1 |f:1.2|. Reported procedure: A mixture of 4-(4-methyl-oxazol-5-yl)-benzoic acid methyl ester (1.50 g), 1 M aqueous NaOH solution (7.00 mL) and methanol (20 mL) is kept at room temperature overnight. The precipitate is filtered off, dissolved in water and neutralized with 4 M HCl. The precipitate is filtered off, dissolved in dichloromethane and a small amount of methanol, and the solution is dried over Na2SO4 and concentrated in vacuo. The residue is triturated with diethylether to afford the title compound. Mass spectrum (...